Dataset: the Open Reaction Database (ORD), a public repository of structured organic reaction records. Task: describe an organic reaction: reactants, conditions, products, and yield Starting materials: SC1=CC(=NC=2N1N=C(N2)C(=O)NO)CO (7-Mercapto-N-hydroxy-5-(hydroxymethyl)-s-triazolo[1,5-a]pyrimidine-2-carboxamide), ClCCl (dichloromethane), CC(=O)OCC1=C(N2[C@@H]([C@@H](C2=O)N)SC1)C(=O)O (7-aminocephalosporanic acid), B(F)(F)F.CCOCC (boron trifluoride diethyl etherate). Solvent: S1(=O)(=O)CCCC1.ClCCl (sulpholane dichloromethane). Conditions: temperature 0 celsius, time 2 hour. Yields the product N[C@H]1[C@H]2SCC(=C(N2C1=O)C(=O)O)CSC1=CC(=NC=2N1N=C(N2)C(NO)=O)CO ((6R,7R)-7-amino-3-[[[2-(hydroxycarbamoyl)-5-(hydroxymethyl)-s-triazolo[1,5-a]pyrimidin-7-yl]thio]methyl]-8-oxo-5-thia-1-azabicyclo[4.2.0]oct-2-ene-2-carboxylic acid). The yield is 66.9%. RXN SMILES: [SH:1][C:2]1[N:7]2[N:8]=[C:9]([C:11]([NH:13][OH:14])=[O:12])[N:10]=[C:6]2[N:5]=[C:4]([CH2:15][OH:16])[CH:3]=1.CC(O[CH2:21][C:22]1[CH2:31][S:30][C@@H:25]2[C@H:26]([NH2:29])[C:27](=[O:28])[N:24]2[C:23]=1[C:32]([OH:34])=[O:33])=O.B(F)(F)F.CCOCC.ClCCl>S1(CCCC1)(=O)=O.ClCCl>[NH2:29][C@@H:26]1[C:27](=[O:28])[N:24]2[C@@H:25]1[S:30][CH2:31][C:22]([CH2:21][S:1][C:2]1[N:7]3[N:8]=[C:9]([C:11](=[O:12])[NH:13][OH:14])[N:10]=[C:6]3[N:5]=[C:4]([CH2:15][OH:16])[CH:3]=1)=[C:23]2[C:32]([OH:34])=[O:33] |f:2.3,5.6|. Procedure details: 7-Mercapto-N-hydroxy-5-(hydroxymethyl)-s-triazolo[1,5-a]pyrimidine-2-carboxamide (300 mg) (1.24 mmol) and 305 mg (1.12 mmol) of 7-aminocephalosporanic acid are suspended in 50 ml of sulpholane/dichloromethane (1:1 v/v). 5 ml of boron trifluoride diethyl etherate are added thereto at 0° C. The reaction mixture is stirred at 0° C. for 21/2 hours and at room temperature for 24 hours. After the addition of 30 ml of dichloromethane the mixture is stirred for 15 minutes and subsequently filtered. The ... The reactants are [Sn](Cl)(Cl)(Cl)Cl (tin tetrachloride), C([O-])([O-])=O.[Na+].[Na+] (sodium carbonate), C([O-])([O-])=O.[Na+].[Na+] (sodium carbonate), Cl (HCl), C(C)(C)C=1C(=C(C=CC1)C(C)(C)O)OC (2-(3-isopropyl-2-methoxyphenyl)-propan-2-ol), C(C)OC(C(=C)O[Si](C)(C)C)=O (2-trimethylsilanyloxy-acrylic acid ethyl ester). The solvent is O (water), ClCCl (dichloromethane), O (water), ClCCl (dichloromethane), ClCCl (dichloromethane). Conditions: temperature -72 celsius, time 30 minute. Yields the product C(C)OC(C(CC(C)(C)C1=C(C(=CC=C1)C(C)C)OC)=O)=O (Ethyl-4-(3-isopropyl-2-methoxyphenyl)-4-methyl-2-oxo-pentanoate). The yield is 49.3%. Reaction SMILES: [Sn](Cl)(Cl)(Cl)Cl.[CH:6]([C:9]1[C:10]([O:19][CH3:20])=[C:11]([C:15](O)([CH3:17])[CH3:16])[CH:12]=[CH:13][CH:14]=1)([CH3:8])[CH3:7].[CH2:21]([O:23][C:24](=[O:32])[C:25]([O:27][Si](C)(C)C)=[CH2:26])[CH3:22].C(=O)([O-])[O-].[Na+].[Na+].Cl>ClCCl.O>[CH2:21]([O:23][C:24](=[O:32])[C:25](=[O:26])[CH2:27][C:15]([C:11]1[CH:12]=[CH:13][CH:14]=[C:9]([CH:6]([CH3:8])[CH3:7])[C:10]=1[O:19][CH3:20])([CH3:17])[CH3:16])[CH3:22] |f:3.4.5|. Reported procedure: 15.3 ml (129.71 mmol) of tin tetrachloride is added in drops to a mixture, cooled to −72° C., that consists of 28.16 g (135.19 mmol) of 2-(3-isopropyl-2-methoxyphenyl)-propan-2-ol and 50.9 g (270.38 mmol) of 2-trimethylsilanyloxy-acrylic acid ethyl ester in 420 ml of dichloromethane. In this case, the temperature increased to −65° C. After 30 minutes of stirring in this temperature interval, the reaction mixture is poured onto a mixture that consists of saturated sodium carbonate solution and di...